Dataset: the Open Reaction Database (ORD), a public repository of structured organic reaction records. Task: describe an organic reaction: reactants, conditions, products, and yield Reactants: EO adduct, NC(=O)OCC (urethane), C(CCCCCCCCCCC)(=O)[O-].C(CCCCCCCCCCC)(=O)[O-].C(CCC)[Sn+2]CCCC (dibutyltin dilaurate), C(C(=C)C)(=O)OCCO (2-hydroxyethyl methacrylate), CC1=C(O)C=CC(=C1)O (monomethyl hydroquinone), CC1=C(C=CC=C1N=C=O)N=C=O (2,6-toluene diisocyanate). Run in C(CO)O (ethylene glycol). Reaction conditions: temperature 77.5 celsius. Yields the product C(C=C)(=O)O.NC(=O)OCC (urethane acrylate). RXN SMILES: [C:1]([O:6]CCO)(=[O:5])[C:2](C)=[CH2:3].CC1C=C(O)C=CC=1O.CC1C(N=C=O)=CC=CC=1N=C=O.C([O-])(=O)CCCCCCCCCCC.C([O-])(=O)CCCCCCCCCCC.C([Sn+2]CCCC)CCC.[NH2:69][C:70]([O:72][CH2:73][CH3:74])=[O:71]>C(O)CO>[C:1]([OH:6])(=[O:5])[CH:2]=[CH2:3].[NH2:69][C:70]([O:72][CH2:73][CH3:74])=[O:71] |f:3.4.5,8.9|. Reported procedure: In a reactor, 163 g of 2-hydroxyethyl methacrylate, and 0.2 g of monomethyl hydroquinone were put, and 218.3 g of 2,6-toluene diisocyanate was dropped at room temperature over 1 hour so as to be reacted, while the internal temperature was kept at 50 to 55° C. After the dropping was completed, the reaction was continued at 50 to 55° C. until the content of NCO groups became 14 to 15 mass %. Subsequently 0.5 g of dibutyltin dilaurate was added thereto, and while the temperature was kept at 50 to 5... Starting materials: ClC1=CC=C(CNC(=O)C=2C(C3=C(N(C2)C)C(=C(S3)CCl)C)=O)C=C1 (N-(4-chlorobenzyl)-2-(chloromethyl)-3,4-dimethyl-7-oxo-4,7-dihydrothieno[3,2-b]pyridine-6-carboxamide), COCCOCCOC=1C=C(C=CC1)C(CNC)O (1-{3-[2-(2-methoxyethoxy)ethoxy]phenyl}-2-(methylamino)ethanol), C(C)(C)N(CC)C(C)C (diisopropylethylamine). Solvent: CN(C)C=O (DMF), ice. Run at temperature 60 celsius, time 5 hour. Yields the product ClC1=CC=C(CNC(=O)C=2C(C3=C(N(C2)C)C(=C(S3)CN(C)CC(C3=CC(=CC=C3)OCCOCCOC)O)C)=O)C=C1 (N-(4-chlorobenzyl)-2-{[(2-hydroxy-2-{3-[2-(2-methoxyethoxy)ethoxy]phenyl}ethyl)(methyl)amino]methyl}-3,4-dimethyl-7-oxo-4,7-dihydrothieno[3,2-b]pyridine-6-carboxamide). Yield: 81.1%. Reaction SMILES: [Cl:1][C:2]1[CH:25]=[CH:24][C:5]([CH2:6][NH:7][C:8]([C:10]2[C:11](=[O:23])[C:12]3[S:19][C:18]([CH2:20]Cl)=[C:17]([CH3:22])[C:13]=3[N:14]([CH3:16])[CH:15]=2)=[O:9])=[CH:4][CH:3]=1.[CH3:26][O:27][CH2:28][CH2:29][O:30][CH2:31][CH2:32][O:33][C:34]1[CH:35]=[C:36]([CH:40]([OH:44])[CH2:41][NH:42][CH3:43])[CH:37]=[CH:38][CH:39]=1.C(N(C(C)C)CC)(C)C>CN(C=O)C>[Cl:1][C:2]1[CH:25]=[CH:24][C:5]([CH2:6][NH:7][C:8]([C:10]2[C:11](=[O:23])[C:12]3[S:19][C:18]([CH2:20][N:42]([CH2:41][CH:40]([OH:44])[C:36]4[CH:37]=[CH:38][CH:39]=[C:34]([O:33][CH2:32][CH2:31][O:30][CH2:29][CH2:28][O:27][CH3:26])[CH:35]=4)[CH3:43])=[C:17]([CH3:22])[C:13]=3[N:14]([CH3:16])[CH:15]=2)=[O:9])=[CH:4][CH:3]=1. Reported procedure: A mixture of N-(4-chlorobenzyl)-2-(chloromethyl)-3,4-dimethyl-7-oxo-4,7-dihydrothieno[3,2-b]pyridine-6-carboxamide (85 mg, 0.21 mmol), 1-{3-[2-(2-methoxyethoxy)ethoxy]phenyl}-2-(methylamino)ethanol (Preparation 44) (85 mg, 0.32 mmol) and diisopropylethylamine (56 μL, 0.32 mmol) in dry DMF (4.4 mL) was heated to 60° C., becoming a solution. The reaction was stirred for 5 hours at that temperature. After cooling to room temperature, the solution was diluted with ice (6 g). The resulting milky susp...